From a dataset of the Open Reaction Database (ORD), a public repository of structured organic reaction records. describe an organic reaction: reactants, conditions, products, and yield Reactants: ClC1=CC=CC(=N1)OC(C(C(C)(C)C)=O)N1N=CN=C1 (1-(6-chloropyridin-2-yl-oxy)-3,3-dimethyl-1-(1,2,4-triazol-1-yl)-butan-2-one), C1(=CC=CC=2C(=CC=CC12)S(=O)(=O)O)S(=O)(=O)O (naphthalene-1,5-disulphonic acid). The solvent is CC(=O)C (acetone), CC(=O)C (acetone). Yields the product C1(=CC=CC=2C(=CC=CC12)S(=O)(=O)O)S(=O)(=O)O.ClC1=CC=CC(=N1)OC(C(C(C)(C)C)=O)N1N=CN=C1 (1-(6-chloropyridin-2-yl-oxy)-3,3-dimethyl-1-(1,2,4-triazol-1-yl)-butan-2-one naphthalene-1,5-disulphonate). The yield is 88.9%. Reaction SMILES: [Cl:1][C:2]1[N:7]=[C:6]([O:8][CH:9]([N:16]2[CH:20]=[N:19][CH:18]=[N:17]2)[C:10](=[O:15])[C:11]([CH3:14])([CH3:13])[CH3:12])[CH:5]=[CH:4][CH:3]=1.[C:21]1([S:35]([OH:38])(=[O:37])=[O:36])[C:30]2[CH:29]=[CH:28][CH:27]=[C:26]([S:31]([OH:34])(=[O:33])=[O:32])[C:25]=2[CH:24]=[CH:23][CH:22]=1>CC(C)=O>[C:21]1([S:35]([OH:38])(=[O:37])=[O:36])[C:30]2[CH:29]=[CH:28][CH:27]=[C:26]([S:31]([OH:34])(=[O:33])=[O:32])[C:25]=2[CH:24]=[CH:23][CH:22]=1.[Cl:1][C:2]1[N:7]=[C:6]([O:8][CH:9]([N:16]2[CH:20]=[N:19][CH:18]=[N:17]2)[C:10](=[O:15])[C:11]([CH3:12])([CH3:13])[CH3:14])[CH:5]=[CH:4][CH:3]=1 |f:3.4|. Reported procedure: 10 g (0.034 mol) of 1-(6-chloropyridin-2-yl-oxy)-3,3-dimethyl-1-(1,2,4-triazol-1-yl)-butan-2-one (Example 1) were dissolved in 50 ml of acetone, and a solution of 8 g (0.027 mol) of naphthalene-1,5-disulphonic acid in 50 ml of acetone was added. The salt which precipitated after some time was filtered off and dried. 14 g (94% of theory) of 1-(6-chloropyridin-2-yl-oxy)-3,3-dimethyl-1-(1,2,4-triazol-1-yl)-butan-2-one naphthalene-1,5-disulphonate of melting point 212°-215° C. (decomposition) were o... Starting materials: C1(C=CC(C=C1)=O)=O (1,4-benzoquinone), petroleum ether-EtOAc, C(C)OCC (diethyl ether), S(=O)(=O)(Cl)Cl (sulfuryl chloride), C(C)OCC.C(Cl)(Cl)Cl (diethyl ether chloroform). Reagents/catalysts: [Ag-]=O (Silver (I) oxide). Reaction conditions: time 1 hour. Yields the product ClC=1C(C=CC(C1Cl)=O)=O (2,3-Dichloro-[1,4]benzoquinone). Reaction SMILES: [C:1]1(=[O:8])[CH:6]=[CH:5][C:4](=[O:7])C=[CH:2]1.S(Cl)([Cl:12])(=O)=O.C(OCC)C.C(OCC)C.[CH:24]([Cl:27])(Cl)Cl>[Ag-]=O>[Cl:12][C:2]1[C:1](=[O:8])[CH:6]=[CH:5][C:4](=[O:7])[C:24]=1[Cl:27] |f:3.4|. Procedure: To a solution of 1,4-benzoquinone Q-4 (2.0 g, 18.52 mmol) in diethyl ether-chloroform (4:1, 90 mL) at 0° C. and under N2 atmosphere was added sulfuryl chloride (3.0 mL, 37.0 mmol) dropwise over a period of 30 min. The reaction mixture was poured onto crushed ice, and extracted with diethyl ether (3×100 mL). Silver (I) oxide (10 g, 43.15 mmol) was added to the combined diethyl ether layers and the mixture was stirred for 1 h. After filtration, the filtrate was concentrated in vacuo to obtain crud... The reactants are CN, O=C(O)CC1CSC(c2cc3cccc(NC4CCCC4)c3[nH]2)=N1. The product is CNC(=O)CC1CSC(c2cc3cccc(NC4CCCC4)c3[nH]2)=N1. As a reaction SMILES: [CH3:25][NH2:26].[CH:1]1([NH:6][c:7]2[cH:8][cH:9][cH:10][c:11]3[cH:12][c:13]([C:16]4=[N:20][CH:19]([CH2:21][C:22](=[O:23])[OH:24])[CH2:18][S:17]4)[nH:14][c:15]23)[CH2:2][CH2:3][CH2:4][CH2:5]1>>[CH:1]1([NH:6][c:7]2[cH:8][cH:9][cH:10][c:11]3[cH:12][c:13]([C:16]4=[N:20][CH:19]([CH2:21][C:22](=[O:23])[NH:26][CH3:25])[CH2:18][S:17]4)[nH:14][c:15]23)[CH2:2][CH2:3][CH2:4][CH2:5]1. Reactants: C(C1=CC=CC=C1)N1N=CC2=CC(=CC=C12)NC=1C2=C(N=CN1)C=NC(=C2)Cl ((1-Benzyl-1H-indazol-5-yl)-(6-chloro-pyrido[3,4-d]pyrimidin-4-yl)-amine), C(CCC)[Sn](C=1OC(=CC1)CC1OCCO1)(CCCC)CCCC (2-(tributylstannyl)-5-(1,3-dioxolan-2-ylmethyl)-furan), O1CCOCC1 (dioxane). Reagents/catalysts: [Pd](Cl)Cl.C1(=CC=CC=C1)P(CCCCP(C1=CC=CC=C1)C1=CC=CC=C1)C1=CC=CC=C1 (1,4-bis(diphenylphosphino)butane palladium (II) chloride). Product: C(C1=CC=CC=C1)N1N=CC2=CC(=CC=C12)NC=1C2=C(N=CN1)C=NC(=C2)C=2OC(=CC2)C2OCCO2 ((1-Benzyl-1-H-indazol-5-yl)-(6-(5-[1,3-dioxolan-2-yl]-furan-2-yl)-pyrido[3,4-d]-pyrimidin-4-yl)-amine). Reaction SMILES: [CH2:1]([N:8]1[C:16]2[C:11](=[CH:12][C:13]([NH:17][C:18]3[C:19]4[CH:27]=[C:26](Cl)[N:25]=[CH:24][C:20]=4[N:21]=[CH:22][N:23]=3)=[CH:14][CH:15]=2)[CH:10]=[N:9]1)[C:2]1[CH:7]=[CH:6][CH:5]=[CH:4][CH:3]=1.C([Sn](CCCC)(CCCC)C1O[C:36]([CH2:39][CH:40]2[O:44][CH2:43][CH2:42][O:41]2)=[CH:37][CH:38]=1)CCC.[O:53]1CCOCC1>[Pd](Cl)Cl.C1(P(C2C=CC=CC=2)CCCCP(C2C=CC=CC=2)C2C=CC=CC=2)C=CC=CC=1>[CH2:1]([N:8]1[C:16]2[C:11](=[CH:12][C:13]([NH:17][C:18]3[C:19]4[CH:27]=[C:26]([C:38]5[O:53][C:39]([CH:40]6[O:41][CH2:42][CH2:43][O:44]6)=[CH:36][CH:37]=5)[N:25]=[CH:24][C:20]=4[N:21]=[CH:22][N:23]=3)=[CH:14][CH:15]=2)[CH:10]=[N:9]1)[C:2]1[CH:7]=[CH:6][CH:5]=[CH:4][CH:3]=1 |f:3.4|. Reported procedure: (1-Benzyl-1H-indazol-5-yl)-(6-chloro-pyrido[3,4-d]pyrimidin-4-yl)-amine (4.28 g), 2-(tributylstannyl)-5-(1,3-dioxolan-2-ylmethyl)-furan (J. Chem Soc., Chem. commun., (1988), p560) (10 g) and 1,4-bis(diphenylphosphino)butane palladium (II) chloride (1 g) were heated at reflux in dioxane (150 ml) for 24 hr (Procedure B). The solvent was removed in vacuo and the residue chromatographed on silica. Subsequent trituration gave the title compound as a yellow solid: δH [2H6]-DMSO 10.46 (1H,s), 9.17 (1H,... Starting materials: C(=O)C1=CC=C(OCCCON=CC2=CC=C(C=C2)C(C)(C)C)C=C1 (4-tert-butyl-benzaldehyde O-[3-(4-formyl-phenoxy)-propyl]-oxime), [BH4-].[Na+] (sodium borohydride). Solvent: [Cl-].[Na+].O (brine), CO (methanol). Reaction conditions: time 20 minute. Product: OCC1=CC=C(OCCCON=CC2=CC=C(C=C2)C(C)(C)C)C=C1 (4-tert-butyl-benzaldehyde O-[3-(4-hydroxymethyl-phenoxy)-propyl]-oxime). As a reaction SMILES: [CH:1]([C:3]1[CH:25]=[CH:24][C:6]([O:7][CH2:8][CH2:9][CH2:10][O:11][N:12]=[CH:13][C:14]2[CH:19]=[CH:18][C:17]([C:20]([CH3:23])([CH3:22])[CH3:21])=[CH:16][CH:15]=2)=[CH:5][CH:4]=1)=[O:2].[BH4-].[Na+]>CO.[Cl-].[Na+].O>[OH:2][CH2:1][C:3]1[CH:4]=[CH:5][C:6]([O:7][CH2:8][CH2:9][CH2:10][O:11][N:12]=[CH:13][C:14]2[CH:15]=[CH:16][C:17]([C:20]([CH3:21])([CH3:23])[CH3:22])=[CH:18][CH:19]=2)=[CH:24][CH:25]=1 |f:1.2,4.5.6|. Procedure details: To a solution of 4-tert-butyl-benzaldehyde O-[3-(4-formyl-phenoxy)-propyl]-oxime (1.303 g, 3.84 mmol) in methanol (30 mL) was added sodium borohydride (0.201 g, 5.31 mmol) and the reaction was allowed to stir for 20 minutes. It was then poured slowly into brine and extracted with ethyl acetate. The combined organics were washed with brine, dried over magnesium sulfate and concentrated in vacuo to give 4-tert-butyl-benzaldehyde O-[3-(4-hydroxymethyl-phenoxy)-propyl]-oxime which was used without f... Starting materials: CS(=O)(=O)O, Cc1ccccc1, CC(C)=O, OCC(O)CO. Yields the product CC1(C)OCC(CO)O1. Reaction SMILES: [CH3:11][S:12]([OH:13])(=[O:14])=[O:15].[CH3:16][c:17]1[cH:18][cH:19][cH:20][cH:21][cH:22]1.[CH3:7][C:8]([CH3:9])=[O:10].[OH:1][CH2:2][CH:3]([OH:4])[CH2:5][OH:6]>>[OH:1][CH2:2][CH:3]1[O:4][C:8]([CH3:7])([CH3:9])[O:6][CH2:5]1. Reactants: C1OC=2C=C(C=CC2O1)C1NCC2=C1NC=1C=CC=CC1C2=O (1,2,3,4-tetrahydro-3-(3,4-methylenedioxyphenyl)-9H-pyrrolo-[3,4-b]quinolin-9-one), FC(C=1C=C(C=CC1)C1=CC=C(O1)C(=O)O)(F)F (5-(3-trifluoromethylphenyl)-2-furoic acid), C(C(=O)Cl)(=O)Cl (oxalyl chloride). The reagents and catalysts are CN(C)C=1C=CN=CC1 (DMAP), CN(C)C=O (DMF). The solvent is C(C)(=O)OCC (Ethyl acetate), C(Cl)Cl (DCM), C(C)N(CC)CC (triethylamine), C1CCOC1 (THF), C1CCOC1 (THF), C(Cl)Cl (DCM). Conditions: time 1 hour. Yields the product C1OC=2C=C(C=CC2O1)C1N(CC2=C1NC=1C=CC=CC1C2=O)C(=O)C=2OC(=CC2)C2=CC(=CC=C2)C(F)(F)F (1,2,3,4-Tetrahydro-3-(3,4-methylenedioxyphenyl)-2-[5-(3-trifluoromethylphenyl)furoyl]-9H-pyrrolo-[3,4-b]quinolin-9-one). Reaction SMILES: [F:1][C:2]([F:18])([F:17])[C:3]1[CH:4]=[C:5]([C:9]2[O:13][C:12]([C:14]([OH:16])=O)=[CH:11][CH:10]=2)[CH:6]=[CH:7][CH:8]=1.C(Cl)(=O)C(Cl)=O.[CH2:25]1[O:33][C:32]2[CH:31]=[CH:30][C:29]([CH:34]3[C:38]4[NH:39][C:40]5[CH:41]=[CH:42][CH:43]=[CH:44][C:45]=5[C:46](=[O:47])[C:37]=4[CH2:36][NH:35]3)=[CH:28][C:27]=2[O:26]1>CN(C=O)C.CN(C1C=CN=CC=1)C.C(OCC)(=O)C.C1COCC1.C(Cl)Cl.C(N(CC)CC)C>[CH2:25]1[O:33][C:32]2[CH:31]=[CH:30][C:29]([CH:34]3[C:38]4[NH:39][C:40]5[CH:41]=[CH:42][CH:43]=[CH:44][C:45]=5[C:46](=[O:47])[C:37]=4[CH2:36][N:35]3[C:14]([C:12]3[O:13][C:9]([C:5]4[CH:6]=[CH:7][CH:8]=[C:3]([C:2]([F:1])([F:18])[F:17])[CH:4]=4)=[CH:10][CH:11]=3)=[O:16])=[CH:28][C:27]=2[O:26]1. Procedure: To a solution of 5-(3-trifluoromethylphenyl)-2-furoic acid (80.44 mg, 0.314 mmol) in 1:1 DCM:THF (5 mL, anhydrous) was added oxalyl chloride (43.85 mg, 0.345 mmol), followed by two drops of DMF. The mixture was stirred at room temperature for 1 h. A suspension of 1,2,3,4-tetrahydro-3-(3,4-methylenedioxyphenyl)-9H-pyrrolo-[3,4-b]quinolin-9-one (96.2 mg, 0.314 mmol) (prepared as in Example 5), triethylamine (0.13 mL), and DMAP (trace) in 1:1 DCM:THF (5 mL) was added. The resulting mixture was stir... Yields the product FC1=C(C=CC(=C1)S(=O)(=O)C)N1CCC(CC1)O (1-(2-Fluoro-4-methanesulfonyl-phenyl)-piperidin-4-ol). Procedure details: 4-Hydroxypiperidine (658 mg, 6 5 mmol) and 1,2-difluoro-4-(methanesufonyl)benzene (1.98 g, 5.1 mmol) were combined in DMF (5 mL). Sodium carbonate (705 mg, 6.7 mmol) was added and the mixture was heated at 60 ° C. for 18 h. The mixture was cooled to room temperature and then poured into a mixture of water (10 mL) and a saturated sodium chloride solution (10 mL). The mixture was extracted three times with ethyl acetate (15 mL) and the extracts were combined, washed with brine, dried (MgSO4), and ... Reaction conditions: temperature 60 celsius. Solvent: CN(C)C=O (DMF), O (water). Reactants: OC1CCNCC1 (4-Hydroxypiperidine), [Cl-].[Na+] (sodium chloride), FC1=C(C=C(C=C1)S(=O)(=O)C)F (1,2-difluoro-4-(methanesufonyl)benzene), C([O-])([O-])=O.[Na+].[Na+] (Sodium carbonate). As a reaction SMILES: [OH:1][CH:2]1[CH2:7][CH2:6][NH:5][CH2:4][CH2:3]1.F[C:9]1[CH:14]=[CH:13][C:12]([S:15]([CH3:18])(=[O:17])=[O:16])=[CH:11][C:10]=1[F:19].C(=O)([O-])[O-].[Na+].[Na+].[Cl-].[Na+]>CN(C=O)C.O>[F:19][C:10]1[CH:11]=[C:12]([S:15]([CH3:18])(=[O:17])=[O:16])[CH:13]=[CH:14][C:9]=1[N:5]1[CH2:6][CH2:7][CH:2]([OH:1])[CH2:3][CH2:4]1 |f:2.3.4,5.6|.